From a dataset of the Open Reaction Database (ORD), a public repository of structured organic reaction records. describe an organic reaction: reactants, conditions, products, and yield The reactants are BrB(Br)Br, COc1cccc(C2C(CO)OC(=O)N2c2ccc(Oc3ccc(Cl)cc3)cc2)c1. The product is O=C1OC(CO)C(c2cccc(O)c2)N1c1ccc(Oc2ccc(Cl)cc2)cc1. As a reaction SMILES: [B:31]([Br:32])([Br:33])[Br:34].[Cl:1][c:2]1[cH:3][cH:4][c:5]([O:6][c:7]2[cH:8][cH:9][c:10]([N:13]3[C:14](=[O:28])[O:15][CH:16]([CH2:26][OH:27])[CH:17]3[c:18]3[cH:19][c:20]([O:24][CH3:25])[cH:21][cH:22][cH:23]3)[cH:11][cH:12]2)[cH:29][cH:30]1>>[Cl:1][c:2]1[cH:3][cH:4][c:5]([O:6][c:7]2[cH:8][cH:9][c:10]([N:13]3[C:14](=[O:28])[O:15][CH:16]([CH2:26][OH:27])[CH:17]3[c:18]3[cH:19][c:20]([OH:24])[cH:21][cH:22][cH:23]3)[cH:11][cH:12]2)[cH:29][cH:30]1. Reactants: SCCO (2-mercaptoethanol), aqueous solution, [OH-].[Na+] (sodium hydroxide), CO (methanol), ClCC=1C=C(C=C)C=CC1 (m-(chloromethyl)styrene). Reagents/catalysts: COC1=CC=C(C=C1)O (p-methoxyphenol). Run in O (Water). Reaction conditions: time 3 hour. Yields the product C(=C)C=1C=C(CSCCO)C=CC1 (2-(3-vinylbenzylthio)ethanol). The yield is 54.0%. Reaction SMILES: [SH:1][CH2:2][CH2:3][OH:4].[OH-].[Na+].CO.Cl[CH2:10][C:11]1[CH:12]=[C:13]([CH:16]=[CH:17][CH:18]=1)[CH:14]=[CH2:15]>COC1C=CC(O)=CC=1.O>[CH:14]([C:13]1[CH:12]=[C:11]([CH:18]=[CH:17][CH:16]=1)[CH2:10][S:1][CH2:2][CH2:3][OH:4])=[CH2:15] |f:1.2|. Procedure details: A polymerization inhibitor, p-methoxyphenol (1.24 g; 0.01 mole), was added to a mixture of 78 g (1.0 mole) of 2-mercaptoethanol, 133 g (1.0 mole) of a 30 % aqueous solution of sodium hydroxide and 0.15 liter of methanol. While the mixture was cooled to below 10° C., 152 g (1.0 mole) of m-(chloromethyl)styrene was added dropwise over 3 hours. Then, the reaction mixture was continuously stirred for an additional 3 hours to complete the reaction. Water (1 liter) was added to the reaction mixture to...